From a dataset of the Open Reaction Database (ORD), a public repository of structured organic reaction records. describe an organic reaction: reactants, conditions, products, and yield Starting materials: [BH4-].[Na+] (Sodium borohydride), COC1=CC=C2C(=NN(C2=C1)CC(C)=O)C (1-(6-Methoxy-3-methyl-indazol-1-yl)-propan-2-one). Run in CO (MeOH). Conditions: time 2 hour. Yields the product COC1=CC=C2C(=NN(C2=C1)CC(C)O)C (1-(6-Methoxy-3-methyl-indazol-1-yl)-propan-2-ol). The yield is 56.1%. As a reaction SMILES: [BH4-].[Na+].[CH3:3][O:4][C:5]1[CH:13]=[C:12]2[C:8]([C:9]([CH3:18])=[N:10][N:11]2[CH2:14][C:15](=[O:17])[CH3:16])=[CH:7][CH:6]=1>CO>[CH3:3][O:4][C:5]1[CH:13]=[C:12]2[C:8]([C:9]([CH3:18])=[N:10][N:11]2[CH2:14][CH:15]([OH:17])[CH3:16])=[CH:7][CH:6]=1 |f:0.1|. Reported procedure: Sodium borohydride (0.21 g, 5.5 mmol) was added to a solution of the product from Step B (1.2 g, 5.5 mmol) in MeOH (10 ml) at room temperature. After stirring for 2 h at room temperature the solvent was evaporated and a saturated aqueous solution of ammonium chloride (10 mL) was added to the residue; this mixture was extracted with ethyl acetate (3×50 mL). The combined extracts were washed with brine (10 ml), dried (MgSO4) and evaporated to a residue which was purified by chromatography (silica,...